The task is: describe an organic reaction: reactants, conditions, products, and yield. This data is from the Open Reaction Database (ORD), a public repository of structured organic reaction records. Starting materials: COC(=O)c1cccc(CC(C)(C)C#N)c1, CO, Cl, [Na+], [OH-]. Yields the product CC(C)(C#N)Cc1cccc(C(=O)O)c1. Reaction SMILES: [C:1](#[N:2])[C:3]([CH2:4][c:5]1[cH:6][c:7]([C:8](=[O:9])[O:10][CH3:11])[cH:12][cH:13][cH:14]1)([CH3:15])[CH3:16].[CH3:20][OH:21].[ClH:19].[Na+:18].[OH-:17]>>[C:1](#[N:2])[C:3]([CH2:4][c:5]1[cH:6][c:7]([C:8](=[O:9])[OH:10])[cH:12][cH:13][cH:14]1)([CH3:15])[CH3:16]. The reactants are CCN(C(C)C)C(C)C, ClCCl, NC(Cc1ccc([N+](=O)[O-])cc1)c1csc(-c2cccs2)n1, O=S(=O)(Cl)Cc1ccccc1. Product: O=[N+]([O-])c1ccc(CC(NS(=O)(=O)Cc2ccccc2)c2csc(-c3cccs3)n2)cc1. Reaction SMILES: [CH:23]([N:24]([CH:25]([CH3:26])[CH3:27])[CH2:28][CH3:29])([CH3:30])[CH3:31].[Cl:43][CH2:44][Cl:45].[N+:1](=[O:2])([O-:3])[c:4]1[cH:5][cH:6][c:7]([CH2:10][CH:11]([c:12]2[n:13][c:14](-[c:17]3[s:18][cH:19][cH:20][cH:21]3)[s:15][cH:16]2)[NH2:22])[cH:8][cH:9]1.[c:32]1([CH2:38][S:39](=[O:40])(=[O:41])[Cl:42])[cH:33][cH:34][cH:35][cH:36][cH:37]1>>[N+:1](=[O:2])([O-:3])[c:4]1[cH:5][cH:6][c:7]([CH2:10][CH:11]([c:12]2[n:13][c:14](-[c:17]3[s:18][cH:19][cH:20][cH:21]3)[s:15][cH:16]2)[NH:22][S:39]([CH2:38][c:32]2[cH:33][cH:34][cH:35][cH:36][cH:37]2)(=[O:40])=[O:41])[cH:8][cH:9]1. The reactants are BrC1=CC(=C(C=C1)N1CCCCN2C1=NC1=C2C(=CC=C1Cl)C(CC)CC)C (1-(4-bromo-2-methylphenyl)-10-chloro-7-(1-ethylpropyl)-2,3,4,5-tetrahydro-1H-[1,3]diazepino[1,2-a]benzimidazole), CC(C)([O-])C.[Na+] (sodium tert-butoxide), C(C)(C)(C)P(C1=C(C=CC=C1)C1=CC=CC=C1)C(C)(C)C (2-(di-tert-butylphosphino)biphenyl), CNC (dimethylamine). The reagents and catalysts are C=1C=CC(=CC1)/C=C/C(=O)/C=C/C2=CC=CC=C2.C=1C=CC(=CC1)/C=C/C(=O)/C=C/C2=CC=CC=C2.C=1C=CC(=CC1)/C=C/C(=O)/C=C/C2=CC=CC=C2.[Pd].[Pd] (tris(dibenzylideneacetone)dipalladium). Run in C1(=CC=CC=C1)C (toluene), O (water). Conditions: temperature 70 celsius, time 3 hour. Product: ClC1=CC=C(C=2N3C(=NC21)N(CCCC3)C3=C(C=C(N(C)C)C=C3)C)C(CC)CC (4-[10-Chloro-7-(1-ethylpropyl)-2,3,4,5-tetrahydro-1H-[1,3]diazepino[1,2-a]benzimidazol-1-yl]-N,N,3-trimethylaniline). The yield is 48.6%. RXN SMILES: Br[C:2]1[CH:7]=[CH:6][C:5]([N:8]2[C:14]3=[N:15][C:16]4[C:21]([Cl:22])=[CH:20][CH:19]=[C:18]([CH:23]([CH2:26][CH3:27])[CH2:24][CH3:25])[C:17]=4[N:13]3[CH2:12][CH2:11][CH2:10][CH2:9]2)=[C:4]([CH3:28])[CH:3]=1.CC(C)([O-])C.[Na+].C(P(C(C)(C)C)C1C=CC=CC=1C1C=CC=CC=1)(C)(C)C.[CH3:56][NH:57][CH3:58]>C1(C)C=CC=CC=1.O.C1C=CC(/C=C/C(/C=C/C2C=CC=CC=2)=O)=CC=1.C1C=CC(/C=C/C(/C=C/C2C=CC=CC=2)=O)=CC=1.C1C=CC(/C=C/C(/C=C/C2C=CC=CC=2)=O)=CC=1.[Pd].[Pd]>[Cl:22][C:21]1[C:16]2[N:15]=[C:14]3[N:8]([C:5]4[CH:6]=[CH:7][C:2]([N:57]([CH3:58])[CH3:56])=[CH:3][C:4]=4[CH3:28])[CH2:9][CH2:10][CH2:11][CH2:12][N:13]3[C:17]=2[C:18]([CH:23]([CH2:26][CH3:27])[CH2:24][CH3:25])=[CH:19][CH:20]=1 |f:1.2,7.8.9.10.11|. Procedure details: A mixture of 1-(4-bromo-2-methylphenyl)-10-chloro-7-(1-ethylpropyl)-2,3,4,5-tetrahydro-1H-[1,3]diazepino[1,2-a]benzimidazole (700 mg, 1.65 mmol), sodium tert-butoxide (396 mg, 4.13 mmol), 2-(di-tert-butylphosphino)biphenyl (39.4 mg, 0.132 mmol), tris(dibenzylideneacetone)dipalladium (151 mg, 0.165 mmol), and dimethylamine (2.0 M solution of tetrahydrofuran, 2.5 mL, 5.0 mmol) in toluene (2.5 ml) was stirred at 70° C. under nitrogen for 3 hr. The mixture was diluted with water, and extracted with ... Starting materials: Cl, COC(=O)C1(O)CCC(n2c(Nc3c(F)cc(F)cc3F)nc3cnc(NC(C)C)nc32)CC1. Yields the product CC(C)Nc1ncc2nc(Nc3c(F)cc(F)cc3F)n(C3CCC(O)(C(=O)O)CC3)c2n1. RXN SMILES: [ClH:35].[OH:1][C:2]1([C:31](=[O:32])[O:33][CH3:34])[CH2:3][CH2:4][CH:5]([n:8]2[c:9]3[n:10][c:11]([NH:27][CH:28]([CH3:29])[CH3:30])[n:12][cH:13][c:14]3[n:15][c:16]2[NH:17][c:18]2[c:19]([F:26])[cH:20][c:21]([F:25])[cH:22][c:23]2[F:24])[CH2:6][CH2:7]1>>[OH:1][C:2]1([C:31](=[O:32])[OH:33])[CH2:3][CH2:4][CH:5]([n:8]2[c:9]3[n:10][c:11]([NH:27][CH:28]([CH3:29])[CH3:30])[n:12][cH:13][c:14]3[n:15][c:16]2[NH:17][c:18]2[c:19]([F:26])[cH:20][c:21]([F:25])[cH:22][c:23]2[F:24])[CH2:6][CH2:7]1.